This data is from the Open Reaction Database (ORD), a public repository of structured organic reaction records. The task is: describe an organic reaction: reactants, conditions, products, and yield Starting materials: CC(C)[Si](OCC(O)CCn1cc([N+](=O)[O-])nc1Br)(C(C)C)C(C)C, [H-], [Na+], CN(C)C=O. Product: CC(C)[Si](OCC1CCn2cc([N+](=O)[O-])nc2O1)(C(C)C)C(C)C. Reaction SMILES: [Br:1][c:2]1[n:3]([CH2:10][CH2:11][CH:12]([CH2:13][O:14][Si:15]([CH:16]([CH3:17])[CH3:18])([CH:19]([CH3:20])[CH3:21])[CH:22]([CH3:23])[CH3:24])[OH:25])[cH:4][c:5]([N+:7](=[O:8])[O-:9])[n:6]1.[H-:27].[Na+:26].[O:28]=[CH:29][N:30]([CH3:31])[CH3:32]>>[c:2]12[n:3]([cH:4][c:5]([N+:7](=[O:8])[O-:9])[n:6]1)[CH2:10][CH2:11][CH:12]([CH2:13][O:14][Si:15]([CH:16]([CH3:17])[CH3:18])([CH:19]([CH3:20])[CH3:21])[CH:22]([CH3:23])[CH3:24])[O:25]2. The reactants are C=1C=CC2=C(C1)N=NN2O (HOBt), CC(C)(C)N (2-methylpropan-2-amine), ClC1=CC=C(C=C1)C1=NN(C(N1C1CC1)=O)CC1=C(C=C(C=C1)C(=O)O)OC (4-{[3-(4-Chlorophenyl)-4-cyclopropyl-5-oxo-4,5-dihydro-1H-1,2,4-triazol-1-yl]methyl}-3-methoxybenzenecarboxylic acid), C(CCl)Cl (EDC). Solvent: CN(C)C=O (DMF), O (water). Reaction conditions: time 10 minute. The product is C(C)(C)(C)NC(=O)C1=CC(=C(C=C1)CN1N=C(N(C1=O)C1CC1)C1=CC=C(C=C1)Cl)OC (N-tert-Butyl-4-{[3-(4-chlorophenyl)-4-cyclopropyl-5-oxo-4,5-dihydro-1H-1,2,4-triazol-1-yl]methyl}-3-methoxybenzenecarboxamide). As a reaction SMILES: [Cl:1][C:2]1[CH:7]=[CH:6][C:5]([C:8]2[N:12]([CH:13]3[CH2:15][CH2:14]3)[C:11](=[O:16])[N:10]([CH2:17][C:18]3[CH:23]=[CH:22][C:21]([C:24]([OH:26])=O)=[CH:20][C:19]=3[O:27][CH3:28])[N:9]=2)=[CH:4][CH:3]=1.C1C=CC2N(O)N=NC=2C=1.C(Cl)CCl.[CH3:43][C:44]([NH2:47])([CH3:46])[CH3:45]>CN(C=O)C.O>[C:44]([NH:47][C:24]([C:21]1[CH:22]=[CH:23][C:18]([CH2:17][N:10]2[C:11](=[O:16])[N:12]([CH:13]3[CH2:15][CH2:14]3)[C:8]([C:5]3[CH:6]=[CH:7][C:2]([Cl:1])=[CH:3][CH:4]=3)=[N:9]2)=[C:19]([O:27][CH3:28])[CH:20]=1)=[O:26])([CH3:46])([CH3:45])[CH3:43]. Procedure: An amount of 50 mg (0.13 mmol) of the compound from Example 21A was introduced in 1 ml of DMF and admixed with 20 mg (0.15 mmol) of HOBt and with 31 mg (0.16 mmol) of EDC. After 10 minutes of stirring at RT, 14.5 μl (0.14 mmol) of 2-methylpropan-2-amine were added and the mixture was stirred further at room temperature for 16 h. Subsequently the reaction solution was diluted with about 5 ml of water and the precipitate formed was filtered and washed with water. Drying under reduced pressure gave... Starting materials: N1(CCNCC1)CCC1=CC=C(C(=O)OCC)C=C1 (ethyl 4-[2-(piperazin-1-yl)-ethyl]-benzoate), BrCCCC1=CC=CC=C1 (3-bromopropylbenzene). Solvent: CN(C)P(=O)(N(C)C)N(C)C (HMPT). Run at temperature 55 celsius. The product is C1(=CC=CC=C1)CCCN1CCN(CC1)CCC1=CC=C(C(=O)OCC)C=C1 (Ethyl 4-{2-[1-(3-phenylpropyl)-piperazin-4-yl]-ethyl}-benzoate). Yield: 76.0%. As a reaction SMILES: [N:1]1([CH2:7][CH2:8][C:9]2[CH:19]=[CH:18][C:12]([C:13]([O:15][CH2:16][CH3:17])=[O:14])=[CH:11][CH:10]=2)[CH2:6][CH2:5][NH:4][CH2:3][CH2:2]1.Br[CH2:21][CH2:22][CH2:23][C:24]1[CH:29]=[CH:28][CH:27]=[CH:26][CH:25]=1>CN(P(N(C)C)(N(C)C)=O)C>[C:24]1([CH2:23][CH2:22][CH2:21][N:4]2[CH2:5][CH2:6][N:1]([CH2:7][CH2:8][C:9]3[CH:19]=[CH:18][C:12]([C:13]([O:15][CH2:16][CH3:17])=[O:14])=[CH:11][CH:10]=3)[CH2:2][CH2:3]2)[CH:29]=[CH:28][CH:27]=[CH:26][CH:25]=1. Procedure: A mixture of 40 ml. HMPT, 23.6 g. (90 mmole) ethyl 4-[2-(piperazin-1-yl)-ethyl]-benzoate and 8.96 g. (45 mmole) 3-bromopropylbenzene is maintained at 110° C. for 22 hours, whereby, immediately after mixing together, the temperature increases to about 55° C. and the formation of a pale precipitate is observed. At 110° C., a clear, red-brown solution is present, from which, upon cooling, a product crystallises out. It is poured into a little water, extracted with diethyl ether, the ether phase is ...